describe an organic reaction: reactants, conditions, products, and yield From a dataset of the Open Reaction Database (ORD), a public repository of structured organic reaction records. Reactants: [H-].[Na+] (sodium hydride), CC1=C(C(=C(C(=C1C(=O)C(C(=O)OCC)=CNC1CC1)F)F)F)F (Ethyl 2-(6-methyl-2,3,4,5-tetrafluorobenzoyl)-3-cyclopropylaminoacrylate), ice water. Solvent: O1CCOCC1 (dioxane). Conditions: time 30 minute. Product: C1(CC1)N1C=C(C(C2=C(C(=C(C(=C12)F)F)F)C)=O)C(=O)OCC (ethyl 1-cyclopropyl-6,7,8-trifluoro-5-methyl-1,4-dihydro-4-oxoquinoline-3-carboxylate). Isolated yield 98.8%. As a reaction SMILES: [CH3:1][C:2]1[C:7]([C:8]([C:10](=[CH:16][NH:17][CH:18]2[CH2:20][CH2:19]2)[C:11]([O:13][CH2:14][CH3:15])=[O:12])=[O:9])=[C:6](F)[C:5]([F:22])=[C:4]([F:23])[C:3]=1[F:24].[H-].[Na+]>O1CCOCC1>[CH:18]1([N:17]2[C:6]3[C:7](=[C:2]([CH3:1])[C:3]([F:24])=[C:4]([F:23])[C:5]=3[F:22])[C:8](=[O:9])[C:10]([C:11]([O:13][CH2:14][CH3:15])=[O:12])=[CH:16]2)[CH2:20][CH2:19]1 |f:1.2|. Procedure: Ethyl 2-(6-methyl-2,3,4,5-tetrafluorobenzoyl)-3-cyclopropylaminoacrylate (4.50 g) is dissolved in anhydrous dioxane (26 ml) and thereto 60% sodium hydride (580 mg) is gradully added under ice-cooling. After stirring at room temperature for 30 minutes, the reaction mixture is poured into ice-water and extracted with dichloromethane. The extract is dried over magnesium sulfate and concentrated. The residue is added with diethyl ether and crystals are filtered, which are recrystalized from dichloro... Starting materials: [Br-], CS(C)=O, C[P+](c1ccccc1)(c1ccccc1)c1ccccc1, CC(=O)c1ccc(C(F)(F)F)c(F)c1, [H-], [Na+]. The product is C=C(C)c1ccc(C(F)(F)F)c(F)c1. RXN SMILES: [Br-:21].[CH3:17][S:18]([CH3:19])=[O:20].[CH3:22][P+:23]([c:24]1[cH:25][cH:26][cH:27][cH:28][cH:29]1)([c:30]1[cH:31][cH:32][cH:33][cH:34][cH:35]1)[c:36]1[cH:37][cH:38][cH:39][cH:40][cH:41]1.[F:3][c:4]1[cH:5][c:6]([C:14]([CH3:15])=[O:16])[cH:7][cH:8][c:9]1[C:10]([F:11])([F:12])[F:13].[H-:1].[Na+:2]>>[F:3][c:4]1[cH:5][c:6]([C:14]([CH3:15])=[CH2:17])[cH:7][cH:8][c:9]1[C:10]([F:11])([F:12])[F:13]. The reactants are C1CCNCC1, ClCC1CO1, O=c1c2ccccc2oc2c(O)cccc12. The product is O=c1c2ccccc2oc2c(OCC(O)CCl)cccc12. RXN SMILES: [CH2:22]1[CH2:23][CH2:24][NH:25][CH2:26][CH2:27]1.[Cl:17][CH2:18][CH:19]1[CH2:20][O:21]1.[OH:1][c:2]1[cH:3][cH:4][cH:5][c:6]2[c:7](=[O:16])[c:8]3[cH:9][cH:10][cH:11][cH:12][c:13]3[o:14][c:15]12>>[O:1]([c:2]1[cH:3][cH:4][cH:5][c:6]2[c:7](=[O:16])[c:8]3[cH:9][cH:10][cH:11][cH:12][c:13]3[o:14][c:15]12)[CH2:20][CH:19]([CH2:18][Cl:17])[OH:21]. Reactants: CN1CCNCC1, CN(C)C=O, CSc1nn2c(Cl)cc(CN3CCOCC3)nc2c1S(=O)(=O)c1ccccc1. RXN SMILES: [CH3:1][N:2]1[CH2:3][CH2:4][NH:5][CH2:6][CH2:7]1.[O:36]=[CH:37][N:38]([CH3:39])[CH3:40].[c:8]1([S:14](=[O:15])(=[O:16])[c:17]2[c:18]([S:34][CH3:35])[n:19][n:20]3[c:21]2[n:22][c:23]([CH2:27][N:28]2[CH2:29][CH2:30][O:31][CH2:32][CH2:33]2)[cH:24][c:25]3[Cl:26])[cH:9][cH:10][cH:11][cH:12][cH:13]1>>[CH3:1][N:2]1[CH2:3][CH2:4][N:5]([c:25]2[n:20]3[n:19][c:18]([S:34][CH3:35])[c:17]([S:14]([c:8]4[cH:9][cH:10][cH:11][cH:12][cH:13]4)(=[O:15])=[O:16])[c:21]3[n:22][c:23]([CH2:27][N:28]3[CH2:29][CH2:30][O:31][CH2:32][CH2:33]3)[cH:24]2)[CH2:6][CH2:7]1. The product is CSc1nn2c(N3CCN(C)CC3)cc(CN3CCOCC3)nc2c1S(=O)(=O)c1ccccc1. Starting materials: NC1=CC=C(C=C1)C1=CC=C2CN(C(C2=C1)=O)[C@H](C(=O)OC)C(C)C ((S)-Methyl 2-(6-(4-aminophenyl)-1-oxoisoindolin-2-yl)-3-methylbutanoate), N1=CC=CC=C1 (pyridine), C1(=CC=CC=C1)S(=O)(=O)Cl (benzene sulfonyl chloride). Solvent: ClCCl (dichloromethane). Conditions: time 5 minute. The product is CC([C@@H](C(=O)OC)N1C(C2=CC(=CC=C2C1)C1=CC=C(C=C1)NS(=O)(=O)C1=CC=CC=C1)=O)C ((S)-Methyl 3-methyl-2-(1-oxo-6-(4-(phenylsulfonamido)phenyl)isoindolin-2-yl)butanoate). As a reaction SMILES: [NH2:1][C:2]1[CH:7]=[CH:6][C:5]([C:8]2[CH:16]=[C:15]3[C:11]([CH2:12][N:13]([C@@H:18]([CH:23]([CH3:25])[CH3:24])[C:19]([O:21][CH3:22])=[O:20])[C:14]3=[O:17])=[CH:10][CH:9]=2)=[CH:4][CH:3]=1.N1C=CC=CC=1.[C:32]1([S:38](Cl)(=[O:40])=[O:39])[CH:37]=[CH:36][CH:35]=[CH:34][CH:33]=1>ClCCl>[CH3:24][CH:23]([CH3:25])[C@H:18]([N:13]1[CH2:12][C:11]2[C:15](=[CH:16][C:8]([C:5]3[CH:4]=[CH:3][C:2]([NH:1][S:38]([C:32]4[CH:37]=[CH:36][CH:35]=[CH:34][CH:33]=4)(=[O:40])=[O:39])=[CH:7][CH:6]=3)=[CH:9][CH:10]=2)[C:14]1=[O:17])[C:19]([O:21][CH3:22])=[O:20]. Procedure details: To a solution of compound of example 6 (0.250 g, 0.0073 mol) in dichloromethane (5 mL), pyridine (0.174 g, 0.00219 mol) was added and stirred for 5 min. To this reaction mixture, benzene sulfonyl chloride was added and stirred for about 16 h. After completion of the reaction, solvent was evaporated and the crude title compound obtained was directly used for the preparation of compound of example 78. The reactants are I.FC1=C(C=C(C=C1)F)C(=N)SC (methyl 2,5-difluorobenzene carbimidothioate hydroiodide), NC1=C(C=C(C=C1O)OC)O (2-amino-5-methoxybenzene-1,3-diol). The solvent is C(C)O (ethanol), C(C)O (ethanol). Reaction conditions: temperature 78 celsius, time 5 hour. The product is FC1=C(C=C(C=C1)F)C=1OC=2C(N1)=C(C=C(C2)OC)O (2-(2,5-difluorophenyl)-6-methoxy-1,3-benzoxazol-4-ol). The yield is 34.4%. Reaction SMILES: I.[F:2][C:3]1[CH:8]=[CH:7][C:6]([F:9])=[CH:5][C:4]=1[C:10](SC)=[NH:11].N[C:15]1[C:20]([OH:21])=[CH:19][C:18]([O:22][CH3:23])=[CH:17][C:16]=1[OH:24]>C(O)C>[F:2][C:3]1[CH:8]=[CH:7][C:6]([F:9])=[CH:5][C:4]=1[C:10]1[O:21][C:20]2[C:15](=[C:16]([OH:24])[CH:17]=[C:18]([O:22][CH3:23])[CH:19]=2)[N:11]=1 |f:0.1|. Procedure details: 2.8 g (9.02 mmol; 1 equivalent) of methyl 2,5-difluorobenzene carbimidothioate hydroiodide in solution in 20 ml of ethanol is added to a solution of 1.4 g (9.02 mmol) of 2-amino-5-methoxybenzene-1,3-diol in 80 ml of ethanol. The reaction mixture is maintained under stirring at 78° C. for 5 hours then the solvent is evaporated off under reduced pressure. The residue is purified by chromatography on a silica column (eluent: dichloromethane/methanol mixture 98:2) and 860 mg (34% yield) of 2-(2,5-di... Reaction SMILES: [C:26]([CH3:27])([CH3:28])([CH3:29])[Si:30]([c:31]1[cH:32][cH:33][cH:34][cH:35][cH:36]1)([c:37]1[cH:38][cH:39][cH:40][cH:41][cH:42]1)[Cl:43].[CH3:44][N:45]([CH3:46])[CH:47]=[O:48].[OH2:49].[OH:1][CH2:2][CH2:3][c:4]1[c:5](=[O:20])[n:6](-[c:10]2[c:11]([CH3:19])[cH:12][c:13]([N+:16](=[O:17])[O-:18])[cH:14][cH:15]2)[cH:7][cH:8][cH:9]1.[nH:21]1[cH:22][cH:23][n:24][cH:25]1>>[O:1]([CH2:2][CH2:3][c:4]1[c:5](=[O:20])[n:6](-[c:10]2[c:11]([CH3:19])[cH:12][c:13]([N+:16](=[O:17])[O-:18])[cH:14][cH:15]2)[cH:7][cH:8][cH:9]1)[Si:30]([C:26]([CH3:27])([CH3:28])[CH3:29])([c:31]1[cH:32][cH:33][cH:34][cH:35][cH:36]1)[c:37]1[cH:38][cH:39][cH:40][cH:41][cH:42]1. The product is Cc1cc([N+](=O)[O-])ccc1-n1cccc(CCO[Si](c2ccccc2)(c2ccccc2)C(C)(C)C)c1=O. Reactants: CC(C)(C)[Si](Cl)(c1ccccc1)c1ccccc1, CN(C)C=O, O, Cc1cc([N+](=O)[O-])ccc1-n1cccc(CCO)c1=O, c1c[nH]cn1. Procedure details: As described for Example 24, 3-(4-fluoro-phenyl)-4-(1H-imidazol-4-yl)-5-trifluoromethyl-isoxazole (120 mg, 0.4 mmol), using 1-(6-chloro-3-pyridinyl)-1-ethanone instead of 4-fluoroacetophenone, was converted to the title compound (64 mg, 38%) which was obtained as a light yellow solid. MS: m/e=417.2 [M+H]+. As a reaction SMILES: [F:1][C:2]1[CH:7]=[CH:6][C:5]([C:8]2[C:12]([C:13]3[N:14]=[CH:15][NH:16][CH:17]=3)=[C:11]([C:18]([F:21])([F:20])[F:19])[O:10][N:9]=2)=[CH:4][CH:3]=1.Cl[C:23]1[N:28]=[CH:27][C:26]([C:29](=[O:31])[CH3:30])=[CH:25][CH:24]=1>>[F:1][C:2]1[CH:7]=[CH:6][C:5]([C:8]2[C:12]([C:13]3[N:14]=[CH:15][N:16]([C:23]4[N:28]=[CH:27][C:26]([C:29](=[O:31])[CH3:30])=[CH:25][CH:24]=4)[CH:17]=3)=[C:11]([C:18]([F:21])([F:19])[F:20])[O:10][N:9]=2)=[CH:4][CH:3]=1. Reactants: FC1=CC=C(C=C1)C1=NOC(=C1C=1N=CNC1)C(F)(F)F (3-(4-fluoro-phenyl)-4-(1H-imidazol-4-yl)-5-trifluoromethyl-isoxazole), ClC1=CC=C(C=N1)C(C)=O (1-(6-chloro-3-pyridinyl)-1-ethanone). Yield: 38.0%. Product: FC1=CC=C(C=C1)C1=NOC(=C1C=1N=CN(C1)C1=CC=C(C=N1)C(C)=O)C(F)(F)F (1-(6-{4-[3-(4-Fluoro-phenyl)-5-trifluoromethyl-isoxazol-4-yl]-imidazol-1-yl}-pyridin-3-yl)-ethanone).